This data is from the Open Reaction Database (ORD), a public repository of structured organic reaction records. The task is: describe an organic reaction: reactants, conditions, products, and yield The reactants are N#CC(c1ccccc1)c1ccc(Br)cc1, O=C([O-])C=CC(=O)[O-], CCOCC, CC(C)=O, CN(C)C=O, ClCc1c[nH]cn1, Cl, [H-], [Na+], O=C(O)C=CC(=O)O. Product: N#CC(Cc1c[nH]cn1)(c1ccccc1)c1ccc(Br)cc1. RXN SMILES: [Br:1][c:2]1[cH:3][cH:4][c:5]([CH:8]([C:9]#[N:10])[c:11]2[cH:12][cH:13][cH:14][cH:15][cH:16]2)[cH:6][cH:7]1.[C:27]([O-:28])(=[O:29])[CH:30]=[CH:31][C:32]([O-:33])=[O:34].[CH2:47]([O:48][CH2:49][CH3:50])[CH3:51].[CH3:43][C:44]([CH3:45])=[O:46].[CH3:52][N:53]([CH3:54])[CH:55]=[O:56].[Cl:20][CH2:21][c:22]1[n:23][cH:24][nH:25][cH:26]1.[ClH:19].[H-:17].[Na+:18].[OH:35][C:36]([CH:37]=[CH:38][C:39](=[O:40])[OH:41])=[O:42]>>[Br:1][c:2]1[cH:3][cH:4][c:5]([C:8]([C:9]#[N:10])([c:11]2[cH:12][cH:13][cH:14][cH:15][cH:16]2)[CH2:21][c:22]2[n:23][cH:24][nH:25][cH:26]2)[cH:6][cH:7]1. Reactants: BrBr (Bromine), BrC=1C=CC(=NC1)OC (5-bromo-2-methoxypyridine), C(C)(=O)[O-].[Na+] (sodium acetate), C(C)(=O)O (acetic acid). Solvent: CCOCC (ether). Conditions: temperature 80 celsius, time 4 hour. Product: BrC=1C(=NC=C(C1)Br)OC (3,5-Dibromo-2-methoxypyridine). Isolated yield 62.2%. As a reaction SMILES: [Br:1]Br.[Br:3][C:4]1[CH:5]=[CH:6][C:7]([O:10][CH3:11])=[N:8][CH:9]=1.C([O-])(=O)C.[Na+].C(O)(=O)C>CCOCC>[Br:1][C:6]1[C:7]([O:10][CH3:11])=[N:8][CH:9]=[C:4]([Br:3])[CH:5]=1 |f:2.3|. Procedure details: Bromine (17.8 g, 111 mmol) was added to a solution of 5-bromo-2-methoxypyridine (12.0 g, 63.8 mmol), sodium acetate (5.23 g, 63.8 mmol), and acetic acid (65 mL). The mixture was stirred at 80° C. for 4 h and then at room temperature for 12 h. The mixture was diluted with ether and washed with water, sodium bicarbonate and hypo solution. The organic layer was dried over sodium sulphate, filtered and concentrated. Purification by chromatography using 1-5% ethyl acetate in pet ether provided 10.6 g... The reactants are CC1(C)C2CCC(CC(=O)Cl)C1C2, CCc1nc2sccc2c(=O)n1N. The product is CCc1nc2sccc2c(=O)n1NC(=O)CC1CCC2CC1C2(C)C. As a reaction SMILES: [CH3:1][C:2]1([CH3:13])[CH:3]2[CH2:4][CH2:5][CH:6]([CH2:9][C:10](=[O:11])[Cl:12])[CH:7]1[CH2:8]2.[NH2:14][n:15]1[c:16]([CH2:25][CH3:26])[n:17][c:18]2[c:19]([c:20]1=[O:21])[cH:22][cH:23][s:24]2>>[CH3:1][C:2]1([CH3:13])[CH:3]2[CH2:4][CH2:5][CH:6]([CH2:9][C:10](=[O:11])[NH:14][n:15]3[c:16]([CH2:25][CH3:26])[n:17][c:18]4[c:19]([c:20]3=[O:21])[cH:22][cH:23][s:24]4)[CH:7]1[CH2:8]2. Solvent: C(Cl)Cl (methylene chloride), C(Cl)Cl (methylene chloride). Starting materials: solution, FC(C(=O)O)(F)F (trifluoroacetic acid), CNC(=O)C1CN(C2=CC=CC=C12)C(=O)OC(C)(C)C (1-(tert-butoxycarbonyl)indoline-3(R,S)-carboxylic acid (N-methyl)amide). Procedure: 3 ml of a 25% solution of trifluoroacetic acid in methylene chloride are added to a solution of 216 mg of 1-(tert-butoxycarbonyl)indoline-3(R,S)-carboxylic acid (N-methyl)amide in 1 ml of methylene chloride at 0° C., while stirring. After 90 min, the mixture is allowed to warm to room temperature and stirring is continued for 2 h. Concentration of the mixture and purification of the crude product over 50 g of silica gel (mobile phase K) gives the title compound: Rf (P)=0.52. Reaction conditions: time 90 minute. Product: CNC(=O)C1CNC2=CC=CC=C12 (Indoline-3(R,S)-carboxylic acid (N-methyl)amide). RXN SMILES: FC(F)(F)C(O)=O.[CH3:8][NH:9][C:10]([CH:12]1[C:20]2[C:15](=[CH:16][CH:17]=[CH:18][CH:19]=2)[N:14](C(OC(C)(C)C)=O)[CH2:13]1)=[O:11]>C(Cl)Cl>[CH3:8][NH:9][C:10]([CH:12]1[C:20]2[C:15](=[CH:16][CH:17]=[CH:18][CH:19]=2)[NH:14][CH2:13]1)=[O:11]. Starting materials: BrN1C(CCC1=O)=O (N-bromosuccinimide), COCC1=NOC(=C1)C (3-methoxymethyl-5-methyisoxazole), CCOCC (Ether). The solvent is CN(C)C=O (DMF). Run at temperature 60 celsius. Product: BrC=1C(=NOC1C)COC (4-bromo-3-methoxymethyl-5-methylisoxazole). Isolated yield 92.5%. As a reaction SMILES: [Br:1]N1C(=O)CCC1=O.[CH3:9][O:10][CH2:11][C:12]1[CH:16]=[C:15]([CH3:17])[O:14][N:13]=1.CCOCC>CN(C=O)C>[Br:1][C:16]1[C:12]([CH2:11][O:10][CH3:9])=[N:13][O:14][C:15]=1[CH3:17]. Procedure details: N-bromosuccinimide (590 mg, 3.31 mmol) was added to 3-methoxymethyl-5-methyisoxazole (351 mg, 2.76 mmol) in DMF (3.5 mL) at room temperature under nitrogen. The reaction was heated at 60° C. for 15 h then allowed to cool to room temperature. Ether (50 mL) was added to the reaction mixture, then washed with water (3×10 mL), saturated aqueous sodium hydrogen carbonate (10 mL), and brine (10 mL). The organic layer was dried over magnesium sulfate, filtered, and evaporated to provide 526 mg (92% yie... Reactants: CC(C)(C)OC(=O)C(C)(C)OCC1CCCC(COC2CCCCO2)C1, CC(C)O, [Na+], O=C([O-])O, O, Cc1ccc(S(=O)(=O)O)cc1. Product: CC(C)(C)OC(=O)C(C)(C)OCC1CCCC(CO)C1. As a reaction SMILES: [CH3:1][C:2]([C:3](=[O:4])[O:5][C:6]([CH3:7])([CH3:8])[CH3:9])([CH3:10])[O:11][CH2:12][CH:13]1[CH2:14][CH:15]([CH2:19][O:20][CH:21]2[CH2:22][CH2:23][CH2:24][CH2:25][O:26]2)[CH2:16][CH2:17][CH2:18]1.[CH:44]([OH:45])([CH3:46])[CH3:47].[Na+:43].[O-:39][C:40]([OH:41])=[O:42].[OH2:27].[c:28]1([CH3:29])[cH:30][cH:31][c:32]([S:33]([OH:34])(=[O:35])=[O:36])[cH:37][cH:38]1>>[CH3:1][C:2]([C:3](=[O:4])[O:5][C:6]([CH3:7])([CH3:8])[CH3:9])([CH3:10])[O:11][CH2:12][CH:13]1[CH2:14][CH:15]([CH2:19][OH:20])[CH2:16][CH2:17][CH2:18]1. Reactants: CC(C)=Cc1cc(Br)c2c(c1)CC(C)(C)O2, [Li]C(C)(C)C, CCSSCC, CN(C)CCN(C)C, CCCCC, C1CCOC1, O. Product: CCSc1cc(C=C(C)C)cc2c1OC(C)(C)C2. Reaction SMILES: [Br:19][c:20]1[cH:21][c:22]([CH:31]=[C:32]([CH3:33])[CH3:34])[cH:23][c:24]2[c:28]1[O:27][C:26]([CH3:29])([CH3:30])[CH2:25]2.[C:6]([Li:7])([CH3:8])([CH3:9])[CH3:10].[CH2:35]([CH3:36])[S:37][S:38][CH2:39][CH3:40].[CH3:11][N:12]([CH3:13])[CH2:14][CH2:15][N:16]([CH3:17])[CH3:18].[CH3:1][CH2:2][CH2:3][CH2:4][CH3:5].[O:41]1[CH2:42][CH2:43][CH2:44][CH2:45]1.[OH2:46]>>[c:20]1([S:37][CH2:35][CH3:36])[cH:21][c:22]([CH:31]=[C:32]([CH3:33])[CH3:34])[cH:23][c:24]2[c:28]1[O:27][C:26]([CH3:29])([CH3:30])[CH2:25]2. Reactants: FC1(COC=2C(OC1)=C(SC2C(=O)O)C(=O)O)F (3,3-difluoro-3,4-dihydro-2H-thieno[3,4-b][1,4]-dioxepine-6,8-dicarboxylic acid), COC(C)(C)C (tert-butyl methyl ether). The reagents and catalysts are [Cr](=O)([O-])[O-].[Cu+2] (copper chromite). The solvent is N1=CC=CC2=CC=CC=C12 (quinoline). Product: FC1(COC=2C(OC1)=CSC2)F (3,3-difluoro-3,4-dihydro-2H-thieno[3,4-b][1,4]-dioxepine). Isolated yield 39.9%. Reaction SMILES: [F:1][C:2]1([F:18])[CH2:8][O:7][C:6]2=[C:9](C(O)=O)[S:10][C:11](C(O)=O)=[C:5]2[O:4][CH2:3]1.COC(C)(C)C>N1C2C(=CC=CC=2)C=CC=1.[Cr]([O-])([O-])=O.[Cu+2]>[F:18][C:2]1([F:1])[CH2:8][O:7][C:6]2=[CH:9][S:10][CH:11]=[C:5]2[O:4][CH2:3]1 |f:3.4|. Procedure: 300 mg (1.07 mmol) of 3,3-difluoro-3,4-dihydro-2H-thieno[3,4-b][1,4]-dioxepine-6,8-dicarboxylic acid was heated at 175° C. with 77 mg of copper chromite in 3.0 mL of quinoline for 1.5 hours. After cooling and mixing with 35 mL of tert-butyl methyl ether, the resulting mixture was washed three times with 2N hydrochloric acid, then three times with deionized water, dried with anhydrous magnesium sulphate and finally evaporated to dryness yielding 138 mg of raw product. The raw product was purified... Starting materials: C[Si](C)(C)C=[N+]=[N-], CCOCC, CC(C)(F)C(=O)CC#N. The product is COC(=CC#N)C(C)(C)F. As a reaction SMILES: [CH3:10][Si:11]([CH:12]=[N+:13]=[N-:14])([CH3:15])[CH3:16].[CH3:17][CH2:18][O:19][CH2:20][CH3:21].[F:1][C:2]([C:3]([CH2:4][C:5]#[N:6])=[O:7])([CH3:8])[CH3:9]>>[F:1][C:2]([C:3](=[CH:4][C:5]#[N:6])[O:7][CH3:10])([CH3:8])[CH3:9]. Reactants: C(C1=CC=CC=C1)OC([C@@H](NC(C(CC(=O)OC)C)=O)C)=O (N-(3-methoxycarbonyl-2-methylpropanoyl)-L-alanine benzyl ester). The reagents and catalysts are [Pd] (palladium on charcoal). The solvent is C(C)O (ethanol). Conditions: time 16 hour. Yields the product COC(=O)CC(C(=O)N[C@@H](C)C(=O)O)C (N-(3-methoxycarbonyl-2-methylpropanoyl)-L-alanine). RXN SMILES: C([O:8][C:9](=[O:22])[C@H:10]([CH3:21])[NH:11][C:12](=[O:20])[CH:13]([CH3:19])[CH2:14][C:15]([O:17][CH3:18])=[O:16])C1C=CC=CC=1>C(O)C.[Pd]>[CH3:18][O:17][C:15]([CH2:14][CH:13]([CH3:19])[C:12]([NH:11][C@H:10]([C:9]([OH:22])=[O:8])[CH3:21])=[O:20])=[O:16]. Reported procedure: N-(3-methoxycarbonyl-2-methylpropanoyl)-L-alanine benzyl ester (50 g.) is dissolved in 95% ethanol, 10% palladium on charcoal (5 g.) is added and the mixture is hydrogenated at normal pressure for 16 hours. The catalyst is filtered off and the filtrate is concentrated to dryness in vacuo to yield N-(3-methoxycarbonyl-2-methylpropanoyl)-L-alanine.